This data is from the Open Reaction Database (ORD), a public repository of structured organic reaction records. The task is: describe an organic reaction: reactants, conditions, products, and yield Reactants: CS(=O)(=O)Cl, COc1ccc(CO)cc1Cl, C1CCOC1. Yields the product COc1ccc(CCl)cc1Cl. As a reaction SMILES: [CH3:12][S:13]([Cl:14])(=[O:15])=[O:16].[Cl:1][c:2]1[cH:3][c:4]([CH2:5][OH:6])[cH:7][cH:8][c:9]1[O:10][CH3:11].[O:17]1[CH2:18][CH2:19][CH2:20][CH2:21]1>>[Cl:1][c:2]1[cH:3][c:4]([CH2:5][Cl:14])[cH:7][cH:8][c:9]1[O:10][CH3:11]. The yield is 81.9%. The product is C1(CC1)C=1C=C(C(=NC1)N1CCN(CC1)C(=O)C1=C(C#N)C=C(C=C1)N1C(N(CC1)C)=O)C (2-[4-(5-cyclopropyl-3-methylpyridin-2-yl)piperazine-1-carbonyl]-5-(3-methyl-2-oxoimidazolidin-1-yl)benzonitrile). RXN SMILES: Br[C:2]1[CH:3]=[CH:4][C:5]([C:10]([N:12]2[CH2:17][CH2:16][N:15]([C:18]3[C:23]([CH3:24])=[CH:22][C:21]([CH:25]4[CH2:27][CH2:26]4)=[CH:20][N:19]=3)[CH2:14][CH2:13]2)=[O:11])=[C:6]([CH:9]=1)[C:7]#[N:8].[CH3:28][N:29]1[CH2:33][CH2:32][NH:31][C:30]1=[O:34]>>[CH:25]1([C:21]2[CH:22]=[C:23]([CH3:24])[C:18]([N:15]3[CH2:16][CH2:17][N:12]([C:10]([C:5]4[CH:4]=[CH:3][C:2]([N:31]5[CH2:32][CH2:33][N:29]([CH3:28])[C:30]5=[O:34])=[CH:9][C:6]=4[C:7]#[N:8])=[O:11])[CH2:13][CH2:14]3)=[N:19][CH:20]=2)[CH2:27][CH2:26]1. Reactants: BrC=1C=CC(=C(C#N)C1)C(=O)N1CCN(CC1)C1=NC=C(C=C1C)C1CC1 (5-bromo-2-[4-(5-cyclopropyl-3-methylpyridin-2-yl)piperazine-1-carbonyl]benzonitrile), CN1C(NCC1)=O (1-methylimidazolidin-2-one). Reported procedure: Using 5-bromo-2-[4-(5-cyclopropyl-3-methylpyridin-2-yl)piperazine-1-carbonyl]benzonitrile (425 mg) described in Preparation Example 189 and 1-methylimidazolidin-2-one (120 mg) and by the reaction and treatment in the same manner as in Example 1, the title compound (364 mg) was obtained.